Dataset: the Open Reaction Database (ORD), a public repository of structured organic reaction records. Task: describe an organic reaction: reactants, conditions, products, and yield The reactants are BrCc1ccc2c(c1)OCO2, [H-], [Na+], C1CCOC1, O, OCCS. Product: OCCSCc1ccc2c(c1)OCO2. RXN SMILES: [CH2:12]([c:13]1[cH:14][c:15]2[c:19]([cH:20][cH:21]1)[O:18][CH2:17][O:16]2)[Br:22].[H-:1].[Na+:2].[O:3]1[CH2:4][CH2:5][CH2:6][CH2:7]1.[OH2:23].[SH:8][CH2:9][CH2:10][OH:11]>>[S:8]([CH2:9][CH2:10][OH:11])[CH2:12][c:13]1[cH:14][c:15]2[c:19]([cH:20][cH:21]1)[O:18][CH2:17][O:16]2.